Task: describe an organic reaction: reactants, conditions, products, and yield. Dataset: the Open Reaction Database (ORD), a public repository of structured organic reaction records Run in O (water), C1CCOC1 (THF). Procedure: To a solution of ethyl 2-[4-[tert-butoxycarbonyl-[2-[tert-butoxycarbonyl(2-pyridyl)amino]ethyl]amino]cyclohexyl]acetate (968 mg, 1.91 mmol) in THF (3 mL); methanol (3 mL) and water (6 mL) was added lithium hydroxide monohydrate (397 mg, 9.7 mmol). The resulting solution was stirred for 2.25 hr, then acidified to pH 3 with 1 N HCl. The resulting mixture was extracted with dichloromethane (4 times). The combined organic extract was dried over magnesium sulfate and concentrated. The residue was pur... Conditions: time 2.25 hour. The product is C(C)(C)(C)OC(=O)N(C1CCC(CC1)CC(=O)O)CCN(C1=NC=CC=C1)C(=O)OC(C)(C)C (2-[4-[tert-butoxycarbonyl-[2-[tert-butoxycarbonyl(2-pyridyl)amino]ethyl]amino]cyclohexyl]acetic acid). The reactants are CO (methanol), O.[OH-].[Li+] (lithium hydroxide monohydrate), C(C)(C)(C)OC(=O)N(C1CCC(CC1)CC(=O)OCC)CCN(C1=NC=CC=C1)C(=O)OC(C)(C)C (ethyl 2-[4-[tert-butoxycarbonyl-[2-[tert-butoxycarbonyl(2-pyridyl)amino]ethyl]amino]cyclohexyl]acetate), Cl (HCl). Reaction SMILES: [C:1]([O:5][C:6]([N:8]([CH2:21][CH2:22][N:23]([C:30]([O:32][C:33]([CH3:36])([CH3:35])[CH3:34])=[O:31])[C:24]1[CH:29]=[CH:28][CH:27]=[CH:26][N:25]=1)[CH:9]1[CH2:14][CH2:13][CH:12]([CH2:15][C:16]([O:18]CC)=[O:17])[CH2:11][CH2:10]1)=[O:7])([CH3:4])([CH3:3])[CH3:2].CO.O.[OH-].[Li+].Cl>C1COCC1.O>[C:1]([O:5][C:6]([N:8]([CH2:21][CH2:22][N:23]([C:30]([O:32][C:33]([CH3:36])([CH3:35])[CH3:34])=[O:31])[C:24]1[CH:29]=[CH:28][CH:27]=[CH:26][N:25]=1)[CH:9]1[CH2:10][CH2:11][CH:12]([CH2:15][C:16]([OH:18])=[O:17])[CH2:13][CH2:14]1)=[O:7])([CH3:3])([CH3:4])[CH3:2] |f:2.3.4|. The reactants are CN (methylamine), N1C=2C3=C(C=NC2CCC1=O)C=CC=C3 (1,4-dihydrobenzo[c]-1,5-naphthyridin-2(3H)-one), resultant mixture, ice water. The reagents and catalysts are [Ti](Cl)(Cl)(Cl)Cl (titanium tetrachloride). Run in O1CCCC1 (tetrahydrofuran), O1CCCC1 (tetrahydrofuran). Reaction conditions: time 3.5 hour. The product is CNC1=NC=2C3=C(C=NC2CC1)C=CC=C3 (3,4-Dihydro-2-methylaminobenzo[c]-1,5-naphthyridine). As a reaction SMILES: [CH3:1][NH2:2].[NH:3]1[C:12](=O)[CH2:11][CH2:10][C:9]2[N:8]=[CH:7][C:6]3[CH:14]=[CH:15][CH:16]=[CH:17][C:5]=3[C:4]1=2>[Ti](Cl)(Cl)(Cl)Cl.O1CCCC1>[CH3:1][NH:2][C:12]1[CH2:11][CH2:10][C:9]2[N:8]=[CH:7][C:6]3[CH:14]=[CH:15][CH:16]=[CH:17][C:5]=3[C:4]=2[N:3]=1. Reported procedure: A solution of anhydrous methylamine (30 ml), 1,4-dihydrobenzo[c]-1,5-naphthyridin-2(3H)-one (5.46 g) and sieve dried tetrahydrofuran (450 ml) was stirred and chilled with ice water, and was treated dropwise over 30 minutes with a preformed complex of titanium tetrachloride (3.0 ml, 5.2 g) and sieve dried tetrahydrofuran (220 ml). The resultant mixture was stirred with cooling for 1 hour, followed by stirring for 3.5 hours at ambient temperature. After standing overnight at ambient temperature th...